The task is: describe an organic reaction: reactants, conditions, products, and yield. This data is from the Open Reaction Database (ORD), a public repository of structured organic reaction records. The reactants are N=1C=CN2C1C=CC=C2SCCCCN2C(N1C(S(CCC1)(=O)=O)=CC2=O)=O (7-[4-(imidazo[1,2-a]pyridin-5-ylthio)butyl]-1,1-dioxo-3,4-dihydro-2H,6H-pyrimido[6,1-b][1,3]thiazine-6,8(7H)-dione), Cl (hydrochloric acid). Run in CO (methanol). Product: Cl.N=1C=CN2C1C=CC=C2SCCCCN2C(N1C(S(CCC1)(=O)=O)=CC2=O)=O (7-[4-(imidazo[1,2-a]pyridin-5-ylthio)-butyl]-1,1-dioxo-3,4-dihydro-2H,6H-pyrimido[6,1-b][1,3]thiazine-6,8(7H)-dione hydrochloride). As a reaction SMILES: [N:1]1[CH:2]=[CH:3][N:4]2[C:9]([S:10][CH2:11][CH2:12][CH2:13][CH2:14][N:15]3[C:26](=[O:27])[CH:25]=[C:18]4[S:19](=[O:24])(=[O:23])[CH2:20][CH2:21][CH2:22][N:17]4[C:16]3=[O:28])=[CH:8][CH:7]=[CH:6][C:5]=12.[ClH:29]>CO>[ClH:29].[N:1]1[CH:2]=[CH:3][N:4]2[C:9]([S:10][CH2:11][CH2:12][CH2:13][CH2:14][N:15]3[C:26](=[O:27])[CH:25]=[C:18]4[S:19](=[O:24])(=[O:23])[CH2:20][CH2:21][CH2:22][N:17]4[C:16]3=[O:28])=[CH:8][CH:7]=[CH:6][C:5]=12 |f:3.4|. Procedure: To a solution of 0.442 g (1.05 mmol) 7-[4-(imidazo[1,2-a]pyridin-5-ylthio)butyl]-1,1-dioxo-3,4-dihydro-2H,6H-pyrimido[6,1-b][1,3]thiazine-6,8(7H)-dione in 15 ml of methanol, 0.3 ml (3.5 mmol) of concentrated hydrochloric acid was added. After the reaction mixture was concentrated to dryness, diethyl ether was added to the residue. The resulting crystal was collected by filtration and dried to yield 0.405 g (84.3%, light white crystal) of the desired product. Starting materials: O[C@@H]1[C@]2(C)[C@@H](CC1)[C@@H]1CCC3=CC(C[C@@H]([C@]3(CO)[C@H]1CC2)C)=O (17β,19-Dihydroxy-1α-methyl-4-androsten-3-one), C(C)(S)S (ethanedithiol), C1(=CC=C(C=C1)S(=O)(=O)O)C (p-toluenesulfonic acid). Solvent: C(C)(=O)O (acetic acid). Reaction conditions: time 4 hour. Product: C1CSC2(C=C3CC[C@H]4[C@@H]5CC[C@@H]([C@@]5(C)CC[C@@H]4[C@]3([C@H](C2)C)CO)O)O1 (17β,19-dihydroxy-1α-methyl-4-androsten-3-one 3-ethylenethioketal). As a reaction SMILES: [OH:1][C@H:2]1[CH2:7][CH2:6][C@H:5]2[C@H:8]3[C@H:19]([CH2:20][CH2:21][C@:3]12[CH3:4])[C@:16]1([CH2:17][OH:18])[C:11](=[CH:12][C:13](=[O:23])[CH2:14][C@@H:15]1[CH3:22])[CH2:10][CH2:9]3.[CH:24](S)([SH:26])[CH3:25].C1(C)C=CC(S(O)(=O)=O)=CC=1>C(O)(=O)C>[CH2:25]1[O:23][C:13]2([CH2:14][C@H:15]([CH3:22])[C@@:16]3([CH2:17][OH:18])[C:11]([CH2:10][CH2:9][C@@H:8]4[C@@H:19]3[CH2:20][CH2:21][C@@:3]3([CH3:4])[C@H:5]4[CH2:6][CH2:7][C@@H:2]3[OH:1])=[CH:12]2)[S:26][CH2:24]1. Procedure: 17β,19-Dihydroxy-1α-methyl-4-androsten-3-one in acetic acid is treated with ethanedithiol and p-toluenesulfonic acid. After 4 hours at room temperature, the solution is poured onto water and the mixture extracted with methylenechloride. The methylenechloride extracts are washed well with water, sodium hydroxide solution, water, dried over sodium sulfate and evaporated under reduced pressure to leave 17β,19-dihydroxy-1α-methyl-4-androsten-3-one 3-ethylenethioketal which is recrystallized once fro... The reactants are CCOC(=O)C (EtOAc), FC(C=1C=C(C=CC1)NC(=O)N1C2=C(CCCC1)C=C(C=C2)O)(F)F (7-hydroxy-2,3,4,5-tetrahydro-benzo[b]azepine-1-carboxylic acid (3-trifluoromethyl-phenyl)-amide), NC1=NC(=CC(=N1)Cl)Cl (2-amino-4,6-dichloro-pyrimidine), [OH-].[Na+] (NaOH). Solvent: O (water), CC(=O)C (acetone), O (H2O), CN(C)C=O (DMF). Run at temperature 60 celsius, time 24 hour. Yields the product FC(C=1C=C(C=CC1)NC(=O)N1C2=C(CCCC1)C=C(C=C2)OC2=NC(=NC(=C2)Cl)N)(F)F (7-(2-Amino-6-chloro-pyrimidin-4-yloxy)-2,3,4,5-tetrahydro-benzo[b]azepine-1-carboxylic acid (3-trifluoromethyl-phenyl)-amide). Reaction SMILES: [F:1][C:2]([F:25])([F:24])[C:3]1[CH:4]=[C:5]([NH:9][C:10]([N:12]2[CH2:18][CH2:17][CH2:16][CH2:15][C:14]3[CH:19]=[C:20]([OH:23])[CH:21]=[CH:22][C:13]2=3)=[O:11])[CH:6]=[CH:7][CH:8]=1.[NH2:26][C:27]1[N:32]=[C:31](Cl)[CH:30]=[C:29]([Cl:34])[N:28]=1.[OH-].[Na+].CCOC(C)=O>CC(C)=O.O.CN(C=O)C>[F:25][C:2]([F:24])([F:1])[C:3]1[CH:4]=[C:5]([NH:9][C:10]([N:12]2[CH2:18][CH2:17][CH2:16][CH2:15][C:14]3[CH:19]=[C:20]([O:23][C:31]4[CH:30]=[C:29]([Cl:34])[N:28]=[C:27]([NH2:26])[N:32]=4)[CH:21]=[CH:22][C:13]2=3)=[O:11])[CH:6]=[CH:7][CH:8]=1 |f:2.3|. Procedure details: A mixture of 567 mg (1.62 mMol) of 7-hydroxy-2,3,4,5-tetrahydro-benzo[b]azepine-1-carboxylic acid (3-trifluoromethyl-phenyl)-amide (Step 6.2), 532 mg (3.24 mMol) 2-amino-4,6-dichloro-pyrimidine and 145 mg (3.62 mMol) NaOH in 5 ml acetone, 7 ml H2O and 3 ml DMF is stirred at 60° C. for 24 h. Then it is poured into water and EtOAc, the aqueous phase separated off and extracted twice with EtOAc. The organic layers are washed with water and brine, dried (Na2SO4) and concentrated. Column chromatograp... Yield: 70.9%. Product: C(CCC)C=1N(C(=C(N1)C(C)(C)O)C(=O)O)CC1=CC=C(C=C1)C1=C(C=CC=C1)C(=O)C(=O)O (2-Butyl-4-(1-hydroxy-1-methylethyl)-1-[(2'-oxalobiphenyl-4-yl)methyl]imidazole-5-carboxylic acid). Reported procedure: Following a procedure similar to that described in Example 1(b), but using 878 mg of ethyl 2-butyl-4-(1-hydroxy-1-methylethyl)-1-[(2'-methoxalylbiphenyl-4-yl)methyl]imidazole-5-carboxylate [prepared as described in step (a) above] and 364 mg of lithium hydroxide monohydrate, 571 mg of the title compound were obtained as a powder, softening at 140° C. and melting at 165°-170° C. Reaction SMILES: [CH2:1]([C:5]1[N:6]([CH2:19][C:20]2[CH:25]=[CH:24][C:23]([C:26]3[CH:31]=[CH:30][CH:29]=[CH:28][C:27]=3[C:32]([C:34]([O:36]C)=[O:35])=[O:33])=[CH:22][CH:21]=2)[C:7]([C:14]([O:16]CC)=[O:15])=[C:8]([C:10]([OH:13])([CH3:12])[CH3:11])[N:9]=1)[CH2:2][CH2:3][CH3:4].O.[OH-].[Li+]>>[CH2:1]([C:5]1[N:6]([CH2:19][C:20]2[CH:21]=[CH:22][C:23]([C:26]3[CH:31]=[CH:30][CH:29]=[CH:28][C:27]=3[C:32]([C:34]([OH:36])=[O:35])=[O:33])=[CH:24][CH:25]=2)[C:7]([C:14]([OH:16])=[O:15])=[C:8]([C:10]([OH:13])([CH3:11])[CH3:12])[N:9]=1)[CH2:2][CH2:3][CH3:4] |f:1.2.3|. Starting materials: C(CCC)C=1N(C(=C(N1)C(C)(C)O)C(=O)OCC)CC1=CC=C(C=C1)C1=C(C=CC=C1)C(=O)C(=O)OC (ethyl 2-butyl-4-(1-hydroxy-1-methylethyl)-1-[(2'-methoxalylbiphenyl-4-yl)methyl]imidazole-5-carboxylate), O.[OH-].[Li+] (lithium hydroxide monohydrate). Starting materials: C, CCO, COc1ccc(C)nc1[N+](=O)[O-], [Pd]. Yields the product COc1ccc(C)nc1N. As a reaction SMILES: [C:16].[CH3:13][CH2:14][OH:15].[CH3:1][O:2][c:3]1[c:4]([N+:10]([O-:11])=[O:12])[n:5][c:6]([CH3:9])[cH:7][cH:8]1.[Pd:17]>>[CH3:1][O:2][c:3]1[c:4]([NH2:10])[n:5][c:6]([CH3:9])[cH:7][cH:8]1. Reactants: N1C2(C3=C(C1C(C1=C2C=CC=C1)Cl)C=CC=C3)OCCN(C)C (10,11-Dihydro-5,10-imino-5-[2-(N,N-dimethylamino)-ethoxy]-11-chloro-5H-dibenzo[a,d]cycloheptene), [H-].[Al+3].[Li+].[H-].[H-].[H-] (lithium aluminum hydride). Solvent: O1CCCC1 (tetrahydrofuran), O1CCCC1 (tetrahydrofuran). Product: N1C2(C3=C(C1CC1=C2C=CC=C1)C=CC=C3)OCCN(C)C (10,11-Dihydro-5,10-imino-5-[2-(N,N-dimethylamino)-ethoxy]-5H-dibenzo[a,d]cycloheptene). As a reaction SMILES: [NH:1]1[CH:5]2[CH:6](Cl)[C:7]3[CH:12]=[CH:11][CH:10]=[CH:9][C:8]=3[C:2]1([O:18][CH2:19][CH2:20][N:21]([CH3:23])[CH3:22])[C:3]1[CH:17]=[CH:16][CH:15]=[CH:14][C:4]=12.[H-].[Al+3].[Li+].[H-].[H-].[H-]>O1CCCC1>[NH:1]1[CH:5]2[CH2:6][C:7]3[CH:12]=[CH:11][CH:10]=[CH:9][C:8]=3[C:2]1([O:18][CH2:19][CH2:20][N:21]([CH3:23])[CH3:22])[C:3]1[CH:17]=[CH:16][CH:15]=[CH:14][C:4]=12 |f:1.2.3.4.5.6|. Procedure: The compound of Example 8 was dissolved in tetrahydrofuran and added to a suspension of lithium aluminum hydride in tetrahydrofuran and refluxed for 3 hrs. After washing with water, and extraction with ether, the subject compound was obtained; nmr (CDCl3): τ 2.25-3.15 (m, 8H, arom), 5.21 (br d, 1H, J = 5Hz, ##STR17## 5.90-6.90 (m, 5H, PhCH2 --, --OCH2 --, and --NH--), 7.25 (br t, 2H, --CH2N(CH3)2), and 7.63 (s, 6H, --N(CH3)2). Starting materials: [OH-].[Na+] (sodium hydroxide), NC=1C(=CC(=C(C(=O)OC)C1)C)C(=O)N (Methyl 5-amino-4-(aminocarbonyl)-2-methylbenzoate), Cl (hydrochloric acid). Run in CO (methanol). The product is NC=1C(=CC(=C(C(=O)O)C1)C)C(N)=O (5-amino-4-carbamoyl-2-methylbenzoic acid). The yield is 59.6%. As a reaction SMILES: [NH2:1][C:2]1[C:3]([C:13]([NH2:15])=[O:14])=[CH:4][C:5]([CH3:12])=[C:6]([CH:11]=1)[C:7]([O:9]C)=[O:8].[OH-].[Na+].Cl>CO>[NH2:1][C:2]1[C:3]([C:13](=[O:14])[NH2:15])=[CH:4][C:5]([CH3:12])=[C:6]([CH:11]=1)[C:7]([OH:9])=[O:8] |f:1.2|. Procedure details: Methyl 5-amino-4-(aminocarbonyl)-2-methylbenzoate (108 mg, 0.52 mmol) was dissolved in methanol (1.5 mL) and was treated with 1 M sodium hydroxide (1.5 mL, 1.5 mmol) for 1 h. The reaction mixture was concentrated to afford an aqueous residue that was acidified with 1N hydrochloric acid to pH ˜3. The precipitate was collected by filtration, washed with water, and dried in vacuo to afford 5-amino-4-carbamoyl-2-methylbenzoic acid (60.8 mg, 0.31 mmol, 61% yield). 1H NMR (400 MHz, d6-DMSO): δ 12.95 (...